This data is from the Open Reaction Database (ORD), a public repository of structured organic reaction records. The task is: describe an organic reaction: reactants, conditions, products, and yield Yields the product O1C(OCC1)C1=C(C=CC(=C1)OC)[N+](=O)[O-] (2-(1,3-dioxolan-2-yl)-4-methoxy-1-nitrobenzene). Reactants: COC=1C=CC(=C(C=O)C1)[N+](=O)[O-] (5-methoxy-2-nitrobenzaldehyde), C(CO)O (ethylene glycol), O.C1(=CC=C(C=C1)S(=O)(=O)O)C (p-toluene sulfonic acid monohydrate). The solvent is C1(=CC=CC=C1)C (toluene). Yield: 85.0%. Reported procedure: The mixture 5-methoxy-2-nitrobenzaldehyde (1 eq), ethylene glycol (1.4eq) and p-toluene sulfonic acid monohydrate (catalytic amount) in toluene was heated to reflux with a Dean-Stark apparatus for 16 hours. The mixture was then concentrated and passed through a plug of silica to give 2-(1,3-dioxolan-2-yl)-4-methoxy-1-nitrobenzene in 85-90% yield. Reaction SMILES: [CH3:1][O:2][C:3]1[CH:4]=[CH:5][C:6]([N+:11]([O-:13])=[O:12])=[C:7]([CH:10]=1)[CH:8]=[O:9].[CH2:14](O)[CH2:15][OH:16].O.C1(C)C=CC(S(O)(=O)=O)=CC=1>C1(C)C=CC=CC=1>[O:9]1[CH2:14][CH2:15][O:16][CH:8]1[C:7]1[CH:10]=[C:3]([O:2][CH3:1])[CH:4]=[CH:5][C:6]=1[N+:11]([O-:13])=[O:12] |f:2.3|. Reactants: CO, COC(=O)c1ccnc(C=Cc2ccc(F)cc2)c1. The product is COC(=O)c1ccnc(CCc2ccc(F)cc2)c1. As a reaction SMILES: [CH3:20][OH:21].[F:1][c:2]1[cH:3][cH:4][c:5]([CH:6]=[CH:7][c:8]2[cH:9][c:10]([C:11](=[O:12])[O:13][CH3:14])[cH:15][cH:16][n:17]2)[cH:18][cH:19]1>>[F:1][c:2]1[cH:3][cH:4][c:5]([CH2:6][CH2:7][c:8]2[cH:9][c:10]([C:11](=[O:12])[O:13][CH3:14])[cH:15][cH:16][n:17]2)[cH:18][cH:19]1.